Dataset: the Open Reaction Database (ORD), a public repository of structured organic reaction records. Task: describe an organic reaction: reactants, conditions, products, and yield The reactants are N#Cc1cccc(Br)c1, CC(=O)[O-], CC(=O)[O-], CC1CCC(=CN(C)c2ccccc2)C1=O, CC(C)(C)[O-], Cc1ccccc1, [Na+], [Pd+2]. Product: CN(C=C1CCC(C)(c2cccc(C#N)c2)C1=O)c1ccccc1. As a reaction SMILES: [Br:17][c:18]1[cH:19][c:20]([C:21]#[N:22])[cH:23][cH:24][cH:25]1.[C:32]([O-:33])(=[O:34])[CH3:35].[C:37]([O-:38])(=[O:39])[CH3:40].[CH3:1][CH:2]1[C:3](=[O:16])[C:4](=[CH:7][N:8]([c:9]2[cH:10][cH:11][cH:12][cH:13][cH:14]2)[CH3:15])[CH2:5][CH2:6]1.[CH3:26][C:27]([CH3:28])([O-:29])[CH3:30].[CH3:41][c:42]1[cH:43][cH:44][cH:45][cH:46][cH:47]1.[Na+:31].[Pd+2:36]>>[CH3:1][C:2]1([c:18]2[cH:19][c:20]([C:21]#[N:22])[cH:23][cH:24][cH:25]2)[C:3](=[O:16])[C:4](=[CH:7][N:8]([c:9]2[cH:10][cH:11][cH:12][cH:13][cH:14]2)[CH3:15])[CH2:5][CH2:6]1. Reactants: Cl (hydrochloric acid), P(O)(O)O (phosphorous acid), C=O (formaldehyde), C(=O)(O)CCNCC(=O)O (N-(2-carboxyethyl)glycine). Run in O (water). Reaction conditions: time 60 minute. The product is C(=O)(O)CCN(CC(=O)O)CP(=O)(O)O (N-(2-carboxyethyl)-N-phosphonomethylglycine). The yield is 52.0%. Reaction SMILES: Cl.[P:2]([OH:5])([OH:4])[OH:3].[C:6]([CH2:9][CH2:10][NH:11][CH2:12][C:13]([OH:15])=[O:14])([OH:8])=[O:7].[CH2:16]=O>O>[C:6]([CH2:9][CH2:10][N:11]([CH2:16][P:2]([OH:5])([OH:4])=[O:3])[CH2:12][C:13]([OH:15])=[O:14])([OH:8])=[O:7]. Procedure: In a three neck round bottom flask equipped with an addition funnel, a reflux condenser, and a stir bar was added 50 mL of water, 50 mL of concentrated hydrochloric acid, and 10.7 g (0.13 mol) of phosphorous acid. The solution was stirred and heated at reflux and then treated with 18.3 g (0.10 mol) of N-(2-carboxyethyl)glycine. Then 9.8 mL of a 40% (w/v) formaldehyde solution was added dropwise over 30 minutes. Heating was continued an additional 60 minutes. The solvent was then removed under re... Reactants: C=CCOCC1CNC(C)(C)O1, [Cl-], O=C(Cl)C(Cl)Cl, [Na+], [OH-], c1ccccc1. The product is C=CCOCC1CN(C(=O)C(Cl)Cl)C(C)(C)O1. Reaction SMILES: [CH3:1][C:2]1([CH3:12])[O:3][CH:4]([CH2:7][O:8][CH2:9][CH:10]=[CH2:11])[CH2:5][NH:6]1.[Cl-:21].[Cl:15][CH:16]([Cl:17])[C:18]([Cl:19])=[O:20].[Na+:14].[OH-:13].[cH:22]1[cH:23][cH:24][cH:25][cH:26][cH:27]1>>[CH3:1][C:2]1([CH3:12])[O:3][CH:4]([CH2:7][O:8][CH2:9][CH:10]=[CH2:11])[CH2:5][N:6]1[C:18]([CH:16]([Cl:15])[Cl:17])=[O:20].